From a dataset of the Open Reaction Database (ORD), a public repository of structured organic reaction records. describe an organic reaction: reactants, conditions, products, and yield Starting materials: C(C1=CC=CC=C1)OC1=CC=C(C=C1)N1C(CN(CC1)C1=CC=NC=C1)=O (4-benzyloxy [4-(4-pyridyl)piperazin-2-one-1-yl]benzene), [H][H] (hydrogen). The reagents and catalysts are [Pd] (palladium-on-charcoal). Solvent: CO (methanol), O1CCCC1 (tetrahydrofuran). Product: N1=CC=C(C=C1)N1CC(N(CC1)C1=CC=C(C=C1)O)=O (4-[4-(4-pyridyl)piperazin-2-one-1-yl]phenol). RXN SMILES: C([O:8][C:9]1[CH:14]=[CH:13][C:12]([N:15]2[CH2:20][CH2:19][N:18]([C:21]3[CH:26]=[CH:25][N:24]=[CH:23][CH:22]=3)[CH2:17][C:16]2=[O:27])=[CH:11][CH:10]=1)C1C=CC=CC=1.[H][H]>CO.O1CCCC1.[Pd]>[N:24]1[CH:25]=[CH:26][C:21]([N:18]2[CH2:19][CH2:20][N:15]([C:12]3[CH:11]=[CH:10][C:9]([OH:8])=[CH:14][CH:13]=3)[C:16](=[O:27])[CH2:17]2)=[CH:22][CH:23]=1. Procedure: To a solution of the product of step (i) (1.1 g) in a mixture of methanol (500 ml) and tetrahydrofuran (100 ml) was added 30% palladium-on-charcoal catalyst (300 mg) and the mixture stirred in an atmosphere of hydrogen at ambient temperature and pressure until all the starting material had been consumed. After removal of the catalyst by filtration, the solvent was evaporated in vacuo to give 4-[4-(4-pyridyl)piperazin-2-one-1-yl]phenol as a colourless solid, essentially one spot by tlc, which was... Reactants: CCN(CCc1ccc(O)cc1)c1cc(OC)ccc1C1CCc2cc(OC)ccc2C1, ClCCN1CCCCC1, Cl. RXN SMILES: [CH2:1]([CH3:2])[N:3]([CH2:4][CH2:5][c:6]1[cH:7][cH:8][c:9]([OH:12])[cH:10][cH:11]1)[c:13]1[c:14]([CH:21]2[CH2:22][c:23]3[cH:24][cH:25][c:26]([O:31][CH3:32])[cH:27][c:28]3[CH2:29][CH2:30]2)[cH:15][cH:16][c:17]([O:19][CH3:20])[cH:18]1.[Cl:34][CH2:35][CH2:36][N:37]1[CH2:38][CH2:39][CH2:40][CH2:41][CH2:42]1.[ClH:33]>>[CH2:1]([CH3:2])[N:3]([CH2:4][CH2:5][c:6]1[cH:7][cH:8][c:9]([O:12][CH2:35][CH2:36][N:37]2[CH2:38][CH2:39][CH2:40][CH2:41][CH2:42]2)[cH:10][cH:11]1)[c:13]1[c:14]([CH:21]2[CH2:22][c:23]3[cH:24][cH:25][c:26]([O:31][CH3:32])[cH:27][c:28]3[CH2:29][CH2:30]2)[cH:15][cH:16][c:17]([O:19][CH3:20])[cH:18]1. The product is CCN(CCc1ccc(OCCN2CCCCC2)cc1)c1cc(OC)ccc1C1CCc2cc(OC)ccc2C1. Reactants: diamino, C(C)(=O)OC(C)=O (acetic anhydride), ClC1=CC=C(C=C1)CN1C=2N(C(C=3N=C(NC13)C)=O)CC(N2)(C)C (4-[(4-CHLOROPHENYL)METHYL]-6,7-DIHYDRO-2,6,6-TRIMETHYL-3H-IMIDAZO[1,2-a]PURIN-9(4H)-ONE), compound. The product is mono N-acetyl, ClC1=CC=C(C=C1)CN1C=2N(C(C(=C1N)N)=O)C=CN2 (8-[(4-chlorophenyl)methyl]-6,7-diamino-imidazo[1,2-a]pyrimidin-5-one). The yield is 70.0%. As a reaction SMILES: [Cl:1][C:2]1[CH:7]=[CH:6][C:5]([CH2:8][N:9]2[C:17]3[NH:16]C(C)=[N:14][C:13]=3[C:12](=[O:19])[N:11]3[CH2:20][C:21](C)(C)[N:22]=[C:10]23)=[CH:4][CH:3]=1.C(OC(=O)C)(=O)C>>[Cl:1][C:2]1[CH:7]=[CH:6][C:5]([CH2:8][N:9]2[C:17]([NH2:16])=[C:13]([NH2:14])[C:12](=[O:19])[N:11]3[CH:20]=[CH:21][N:22]=[C:10]23)=[CH:4][CH:3]=1. Procedure details: 4-[(4-CHLOROPHENYL)METHYL]-6,7-DIHYDRO-2,6,6-TRIMETHYL-3H-IMIDAZO[1,2-a]PURIN-9(4H)-ONE.-- The nitroso compound of Procedure 103 was catalytically hydrogenated to the diamino compound and then treated with acetic anhydride according to the method of Procedure 63. There resulted from this process the mono N-acetyl derivative of 8-[(4-chlorophenyl)methyl]-6,7-diamino-imidazo[1,2-a]pyrimidin-5-one, m.p. 155°-159° after recrystallization from isopropanol and drying under vacuum. The reactants are C(O)([O-])=O.[Na+] (sodium hydrogencarbonate), Cl (hydrochloric acid), solution, [H-].C(C(C)C)[Al+]CC(C)C (diisobutylaluminum hydride), CCCCCC (hexane), COC(C1=CC(=NC=C1)Cl)=O (2-chloroisonicotinic acid methyl ester). The solvent is O1CCCC1 (tetrahydrofuran). The product is ClC1=NC=CC(=C1)CO (2-Chloropyridine-4-methanol). The yield is 95.0%. Reaction SMILES: [H-].C([Al+]CC(C)C)C(C)C.CCCCCC.C[O:18][C:19](=O)[C:20]1[CH:25]=[CH:24][N:23]=[C:22]([Cl:26])[CH:21]=1.Cl.C(=O)([O-])O.[Na+]>O1CCCC1>[Cl:26][C:22]1[CH:21]=[C:20]([CH2:19][OH:18])[CH:25]=[CH:24][N:23]=1 |f:0.1,5.6|. Procedure: A 0.95 M solution of diisobutylaluminum hydride in hexane (200 mL, 190 mmol) was added dropwise to a solution of 2-chloroisonicotinic acid methyl ester (11 g, 62 mmol) in anhydrous tetrahydrofuran (300 mL) under a nitrogen atmosphere under ice-cooling, and then the mixture was stirred under ice-cooling for 2 hours. After that, 1 N hydrochloric acid (200 mL) was added thereto, the mixture was stirred at room temperature for 1 hour. A saturated aqueous sodium hydrogencarbonate solution (400 mL) wa...